From a dataset of the Open Reaction Database (ORD), a public repository of structured organic reaction records. describe an organic reaction: reactants, conditions, products, and yield Reactants: N1CCCCC1 (piperidine), C (charcoal), ClC(=O)OC(Cl)(Cl)Cl (trichloromethyl chloroformate), C(C1=CC=CC=C1)OC([C@H](CC1=CC=CC=C1)O)=O ((2S)-2-hydroxy-3-phenylpropionic acid benzyl ester). Procedure details: Active charcoal (30 mg) and trichloromethyl chloroformate (1.06 ml) were added to a solution of (2S)-2-hydroxy-3-phenylpropionic acid benzyl ester (3.0 g) in dry tetrahydrofuran (10 ml) and the mixture was stirred at room temperature overnight. A solution of piperidine (3.47 ml) and triethylamine (4.89 ml) in dichloromethane (10 ml) was added and the mixture was stirred at room temperature for 30 minutes. The reaction mixture was filtered and the filtrate was concentrated under reduced pressure.... Reaction conditions: time 8 hour. The solvent is ClCCl (dichloromethane), C(C)N(CC)CC (triethylamine), O1CCCC1 (tetrahydrofuran). Yields the product C(C1=CC=CC=C1)OC([C@H](CC1=CC=CC=C1)OC(=O)N1CCCCC1)=O ((2S)-3-phenyl-2-piperidinocarbonyloxypropionic acid benzyl ester). RXN SMILES: C.ClC([O:5][C:6](Cl)(Cl)Cl)=O.[CH2:10]([O:17][C:18](=[O:28])[C@@H:19]([OH:27])[CH2:20][C:21]1[CH:26]=[CH:25][CH:24]=[CH:23][CH:22]=1)[C:11]1[CH:16]=[CH:15][CH:14]=[CH:13][CH:12]=1.[NH:29]1[CH2:34][CH2:33][CH2:32][CH2:31][CH2:30]1>O1CCCC1.ClCCl.C(N(CC)CC)C>[CH2:10]([O:17][C:18](=[O:28])[C@@H:19]([O:27][C:6]([N:29]1[CH2:34][CH2:33][CH2:32][CH2:31][CH2:30]1)=[O:5])[CH2:20][C:21]1[CH:22]=[CH:23][CH:24]=[CH:25][CH:26]=1)[C:11]1[CH:12]=[CH:13][CH:14]=[CH:15][CH:16]=1. The reactants are FC1(F)C(Cl)=C(Cl)C(F)(F)C1(F)F, [Na], C1CCOC1, O, OC1CCCC1. Yields the product FC1(F)C(Cl)=C(OC2CCCC2)C(F)(F)C1(F)F. As a reaction SMILES: [Cl:13][C:14]1=[C:15]([Cl:25])[C:16]([F:23])([F:24])[C:17]([F:21])([F:22])[C:18]1([F:19])[F:20].[Na:7].[O:8]1[CH2:9][CH2:10][CH2:11][CH2:12]1.[OH2:26].[OH:1][CH:2]1[CH2:3][CH2:4][CH2:5][CH2:6]1>>[O:1]([CH:2]1[CH2:3][CH2:4][CH2:5][CH2:6]1)[C:15]1=[C:14]([Cl:13])[C:18]([F:19])([F:20])[C:17]([F:21])([F:22])[C:16]1([F:23])[F:24]. The reactants are SC=1SC2=C(N1)C=CC=C2 (2-mercaptobenzothiazole), N (ammonia). Reagents/catalysts: C(C)(=O)[O-].[Cu+2].C(C)(=O)[O-] (copper (II) acetate). The solvent is C(C)(C)O (isopropanol). Run at temperature 70 celsius. The product is C1=CC=C2C(=C1)N=C(S2)SSC3=NC4=CC=CC=C4S3 (dibenzothiazyl disulfide). RXN SMILES: [SH:1][C:2]1[S:3][C:4]2[CH:10]=[CH:9][CH:8]=[CH:7][C:5]=2[N:6]=1.[NH3:11]>C([O-])(=O)C.[Cu+2].C([O-])(=O)C.C(O)(C)C>[CH:8]1[CH:7]=[C:5]2[N:6]=[C:2]([S:1][S:1][C:2]3[S:3][C:4]4[C:5](=[CH:7][CH:8]=[CH:9][CH:10]=4)[N:11]=3)[S:3][C:4]2=[CH:10][CH:9]=1 |f:2.3.4|. Procedure: 40 g (0.24 mol) of 2-mercaptobenzothiazole (MBT), 4 mg (0.02×10-3 mol) of copper (II) acetate, (Cu(OAc)2. H2O), 4.08 g (0.24 mol) of ammonia, and 120 g of isopropanol are placed in a glass autoclave equipped with a jacket for the circulation of a heating liquid, a thermometer, a pressure measuring device and a stirring device. The reaction mixture is heated to 70° C., stirred vigorously, and placed under an oxygen pressure of 4 bar. Absorption of oxygen is noted immediately and a precipitate, di...